This data is from the Open Reaction Database (ORD), a public repository of structured organic reaction records. The task is: describe an organic reaction: reactants, conditions, products, and yield The reactants are [H-].[Na+] (sodium hydride), CCOC(=O)CP(=O)(OCC)OCC (phosphonoacetic acid triethyl ester), CC1(OC2=CC=CC=C2CC1=O)C (2,2-dimethyl-3-oxo-chroman). The solvent is O1CCCC1 (tetrahydrofuran). Conditions: time 1 hour. Yields the product C(C)OC(=O)CC=1C(OC2=CC=CC=C2C1)(C)C (3-ethoxycarbonylmethyl-2,2-dimethyl-2H-chromene). As a reaction SMILES: [H-].[Na+].[CH3:3][CH2:4][O:5][C:6]([CH2:8]P(OCC)(OCC)=O)=[O:7].[CH3:17][C:18]1([CH3:29])[C:27](=O)[CH2:26][C:25]2[C:20](=[CH:21][CH:22]=[CH:23][CH:24]=2)[O:19]1>O1CCCC1>[CH2:4]([O:5][C:6]([CH2:8][C:27]1[C:18]([CH3:29])([CH3:17])[O:19][C:20]2[C:25]([CH:26]=1)=[CH:24][CH:23]=[CH:22][CH:21]=2)=[O:7])[CH3:3] |f:0.1|. Reported procedure: 25 g (0.6 mol) of sodium hydride dispersion (57% in mineral oil) are substantially freed of mineral oil by repeated washing with n-hexane and are then covered with a layer of 500 ml of dried tetrahydrofuran. Under a nitrogen atmosphere and while cooling in an ice bath, 134 g (0.6 mol) of phosphonoacetic acid triethyl ester of formula (H5C2O)2P(=O)CH2C(=O)OC2H5 are added dropwise thereto within a period of 1 hour. The mixture is stirred for a further 1 hour at 0°. To the homogeneous solution ther... Reactants: CC1(OB(OC1(C)C)C=1C=C(C=CC1)C1(CC1)NC(OC(C)(C)C)=O)C (tert-butyl (1-(3-(4,4,5,5-tetramethyl-1,3,2-dioxaborolan-2-yl)phenyl)cyclopropyl)carbamate), ClC(C(=O)N1C(O[C@@H]([C@H]1CF)C1=CC=C(C=C1)I)(C)C)Cl (2,2-dichloro-1-((4S,5R)-4-(fluoromethyl)-5-(4-iodophenyl)-2,2-dimethyloxazolidin-3-yl)ethanone), C(=O)([O-])[O-].[Cs+].[Cs+] (Cs2CO3). The reagents and catalysts are C=1C=CC(=CC1)[P](C=2C=CC=CC2)(C=3C=CC=CC3)[Pd]([P](C=4C=CC=CC4)(C=5C=CC=CC5)C=6C=CC=CC6)([P](C=7C=CC=CC7)(C=8C=CC=CC8)C=9C=CC=CC9)[P](C=1C=CC=CC1)(C=1C=CC=CC1)C=1C=CC=CC1 (Pd(PPh3)4). Run in O1CCOCC1 (dioxane), O (water), C1(=CC=CC=C1)C (toluene), O (water). Reaction conditions: temperature 80 celsius, time 1 hour. Yields the product NC1(CC1)C=1C=C(C=CC1)C1=CC=C(C=C1)[C@H]([C@@H](CF)NC(C(Cl)Cl)=O)O (N-((1R,2S)-1-(3′-(1-aminocyclopropyl)-[1,1′-biphenyl]-4-yl)-3-fluoro-1-hydroxypropan-2-yl)-2,2-dichloroacetamide). Yield: 21.7%. RXN SMILES: CC1(C)C(C)(C)OB([C:9]2[CH:10]=[C:11]([C:15]3([NH:18]C(=O)OC(C)(C)C)[CH2:17][CH2:16]3)[CH:12]=[CH:13][CH:14]=2)O1.[Cl:27][CH:28]([Cl:47])[C:29]([N:31]1[C@H:35]([CH2:36][F:37])[C@@H:34]([C:38]2[CH:43]=[CH:42][C:41](I)=[CH:40][CH:39]=2)[O:33]C1(C)C)=[O:30].C([O-])([O-])=O.[Cs+].[Cs+]>O1CCOCC1.O.C1(C)C=CC=CC=1.C1C=CC([P]([Pd]([P](C2C=CC=CC=2)(C2C=CC=CC=2)C2C=CC=CC=2)([P](C2C=CC=CC=2)(C2C=CC=CC=2)C2C=CC=CC=2)[P](C2C=CC=CC=2)(C2C=CC=CC=2)C2C=CC=CC=2)(C2C=CC=CC=2)C2C=CC=CC=2)=CC=1>[NH2:18][C:15]1([C:11]2[CH:10]=[C:9]([C:41]3[CH:42]=[CH:43][C:38]([C@@H:34]([OH:33])[C@H:35]([NH:31][C:29](=[O:30])[CH:28]([Cl:27])[Cl:47])[CH2:36][F:37])=[CH:39][CH:40]=3)[CH:14]=[CH:13][CH:12]=2)[CH2:16][CH2:17]1 |f:2.3.4,^1:71,73,92,111|. Procedure details: A mixture of tert-butyl (1-(3-(4,4,5,5-tetramethyl-1,3,2-dioxaborolan-2-yl)phenyl)cyclopropyl)carbamate (241 mg, 0.672 mmol), 2,2-dichloro-1-((4S,5R)-4-(fluoromethyl)-5-(4-iodophenyl)-2,2-dimethyloxazolidin-3-yl)ethanone (250 mg, 0.56 mmol), Cs2CO3 (365 mg, 1.12 mmol) in dioxane (4 mL) and water (1 mL) is bubbled with nitrogen gas for 2 minutes. Pd(PPh3)4 (64 mg, 0.056 mmol) is added and the resulting reaction mixture heated at 80° C. for 4 hours. Reaction is diluted with water (10 ml) and extra...